Dataset: the Open Reaction Database (ORD), a public repository of structured organic reaction records. Task: describe an organic reaction: reactants, conditions, products, and yield Starting materials: C(=O)(O)C=1C=C(C=CC1)N\C(\C1=CC=CC=C1)=C\1/C(NC2=CC=CC=C12)=O ((Z)-3-[1-(3-carboxyphenylamino)-1-phenyl-methylidene]-2-indolinone), C(C)OC(CNC)=O (sarcosine ethyl ester), CN(C)C(=[N+](C)C)ON1C2=C(C=CC=C2)N=N1.[B-](F)(F)(F)F (TBTU), C=1C=CC2=C(C1)N=NN2O (HOBt). Solvent: CN(C)C=O (DMF), C(C)N(CC)CC (triethylamine). Product: C(C)OC(=O)CN(C(=O)C=1C=C(C=CC1)N\C(\C1=CC=CC=C1)=C\1/C(NC2=CC=CC=C12)=O)C ((Z)-3-{1-[3-(N-ethoxycarbonylmethyl-N-methyl-aminocarbonyl)-phenylamino]-1-phenyl-methylidene}-2-indolinone). Reaction SMILES: C([C:4]1[CH:5]=[C:6]([NH:10]/[C:11](=[C:18]2\[C:19](=[O:27])[NH:20][C:21]3[C:26]\2=[CH:25][CH:24]=[CH:23][CH:22]=3)/[C:12]2[CH:17]=[CH:16][CH:15]=[CH:14][CH:13]=2)[CH:7]=[CH:8][CH:9]=1)(O)=O.[CH2:28]([O:30][C:31](=[O:35])CNC)[CH3:29].CN([C:39]([O:43]N1N=NC2C=CC=CC1=2)=[N+:40]([CH3:42])[CH3:41])C.[B-](F)(F)(F)F.C1C=CC2N(O)N=NC=2C=1>CN(C=O)C.C(N(CC)CC)C>[CH2:28]([O:30][C:31]([CH2:42][N:40]([CH3:41])[C:39]([C:4]1[CH:5]=[C:6]([NH:10]/[C:11](=[C:18]2\[C:19](=[O:27])[NH:20][C:21]3[C:26]\2=[CH:25][CH:24]=[CH:23][CH:22]=3)/[C:12]2[CH:17]=[CH:16][CH:15]=[CH:14][CH:13]=2)[CH:7]=[CH:8][CH:9]=1)=[O:43])=[O:35])[CH3:29] |f:2.3|. Reported procedure: Prepared analogously to Example 21 from (Z)-3-[1-(3-carboxyphenylamino)-1-phenyl-methylidene]-2-indolinone, sarcosine ethyl ester, TBTU, HOBt and triethylamine in DMF. The reactants are CN1C(NC2=NC=3C=CC(=CC3C=C21)OCCCC(=O)O)=O (4-[(2,3-dihydro-1-methyl-2-oxo-1H-imidazo[4,5-b]quinolin-7-yl)oxy]butanoic acid), N1CCCCC1 (piperidine). The product is CN1C(NC2=NC=3C=CC(=CC3C=C21)OCCCC(=O)N2CCCCC2)=O (1-[4-[(2,3-Dihydro-1-methyl-2-oxo-1H-imidazo[4,5-b]quinolin-7-yl)oxy]-1-oxobutyl]piperidine). RXN SMILES: [CH3:1][N:2]1[C:14]2[C:5](=[N:6][C:7]3[CH:8]=[CH:9][C:10]([O:15][CH2:16][CH2:17][CH2:18][C:19]([OH:21])=O)=[CH:11][C:12]=3[CH:13]=2)[NH:4][C:3]1=[O:22].[NH:23]1[CH2:28][CH2:27][CH2:26][CH2:25][CH2:24]1>>[CH3:1][N:2]1[C:14]2[C:5](=[N:6][C:7]3[CH:8]=[CH:9][C:10]([O:15][CH2:16][CH2:17][CH2:18][C:19]([N:23]4[CH2:28][CH2:27][CH2:26][CH2:25][CH2:24]4)=[O:21])=[CH:11][C:12]=3[CH:13]=2)[NH:4][C:3]1=[O:22]. Procedure: This compound, m.p. 215°-217° C., prepared analogous to Example 15 from 4-[(2,3-dihydro-1-methyl-2-oxo-1H-imidazo[4,5-b]quinolin-7-yl)oxy]butanoic acid and piperidine. RXN SMILES: [CH2:1]([C:3]1[CH:8]=[C:7]([CH2:9][CH3:10])[CH:6]=[C:5]([CH2:11][CH3:12])[CH:4]=1)[CH3:2].CO[CH2:15][Cl:16].C(O)(=O)C>O>[CH2:11]([C:5]1[CH:6]=[C:7]([CH2:9][CH3:10])[CH:8]=[C:3]([CH2:1][CH3:2])[C:4]=1[CH2:15][Cl:16])[CH3:12]. Yields the product C(C)C1=C(CCl)C(=CC(=C1)CC)CC (2,4,6-triethylbenzyl chloride). Reported procedure: A mixture of 81.1 g of 1,3,5-triethylbenzene, 60.4 g of chloromethyl methyl ether and 6.0 g of acetic acid was stirred in a sealed tube at 120° C. for 7 hours. The reaction mixture was poured into 500 ml of water and extracted with hexane. The organic layer was washed with an aqueous sodium bicarbonate solution, dried over anhydrous magnesium sulfate and then concentrated. The residue was distilled under reduced pressure to obtain 68.07 g of 2,4,6-triethylbenzyl chloride. Boiling point: 88 to 98... Reaction conditions: temperature 120 celsius, time 7 hour. Starting materials: C(C)C1=CC(=CC(=C1)CC)CC (1,3,5-triethylbenzene), COCCl (chloromethyl methyl ether), C(C)(=O)O (acetic acid). Solvent: O (water). Isolated yield 64.6%. Reactants: ClCCCl, O=CN(CC(CC1CCCC1)C(=O)O)OC1CCCCO1, CC(C)NC(C)C, Cc1nc(NN)c(F)c(N(C)Cc2ccncc2)n1, CN(C)C=O, On1nnc2cccnc21. Yields the product Cc1nc(NNC(=O)C(CC2CCCC2)CN(C=O)OC2CCCCO2)c(F)c(N(C)Cc2ccncc2)n1. Reaction SMILES: [CH2:58]([Cl:59])[CH2:60][Cl:61].[CH:20]1([CH2:25][CH:26]([C:27](=[O:28])[OH:29])[CH2:30][N:31]([O:32][CH:33]2[O:34][CH2:35][CH2:36][CH2:37][CH2:38]2)[CH:39]=[O:40])[CH2:21][CH2:22][CH2:23][CH2:24]1.[CH:41]([NH:42][CH:43]([CH3:44])[CH3:45])([CH3:46])[CH3:47].[F:1][c:2]1[c:3]([N:11]([CH2:12][c:13]2[cH:14][cH:15][n:16][cH:17][cH:18]2)[CH3:19])[n:4][c:5]([CH3:10])[n:6][c:7]1[NH:8][NH2:9].[O:62]=[CH:63][N:64]([CH3:65])[CH3:66].[OH:48][n:49]1[c:50]2[n:51][cH:52][cH:53][cH:54][c:55]2[n:56][n:57]1>>[F:1][c:2]1[c:3]([N:11]([CH2:12][c:13]2[cH:14][cH:15][n:16][cH:17][cH:18]2)[CH3:19])[n:4][c:5]([CH3:10])[n:6][c:7]1[NH:8][NH:9][C:27]([CH:26]([CH2:25][CH:20]1[CH2:21][CH2:22][CH2:23][CH2:24]1)[CH2:30][N:31]([O:32][CH:33]1[O:34][CH2:35][CH2:36][CH2:37][CH2:38]1)[CH:39]=[O:40])=[O:28]. Procedure: The product of Example 23A (42 mg, 0.11 mmol) in ethyl acetate (3 mL) was treated with 4M HCl in 1,4-dioxane (0.2 mL, 0.8 mmol) at ambient temperature for 10 hours. The title compound was obtained as a solid (22 mg, yield, 40%). 1H NMR (MeOH-d4, 300 MHz) δ 1.87–2.23(m, 3H), 2.30–2.40 (m, 1H), 2.55–2.64 (m, 1H 3.30–3.50 (m, 5H), 3.85–3.92 (m, 1H), 5.05 (m, 1H), 7.23 (d, J=4.1 Hz, 2H), 7.30 (d, J=8.8 Hz, 2H), 7.52 (d, J=3.7Hz, 2H), 7.60 (d, J=8.8 Hz, 2H) ppm. MS (DCl/NH3) m/z 385 (M+H)+. Anal. Cal... Reactants: N12CC(C(CC1)CC2)OC2=CC=C(C=C2)N(C=2SC=CN2)C=2SC=CN2 (N-[4-(1-azabicyclo[2.2.2]oct-3-yloxy)phenyl]-N-1,3-thiazol-2-yl-1,3-thiazol-2-amine), Cl (HCl), O1CCOCC1 (1,4-dioxane). Solvent: C(C)(=O)OCC (ethyl acetate). RXN SMILES: [N:1]12[CH2:8][CH2:7][CH:4]([CH2:5][CH2:6]1)[CH:3]([O:9][C:10]1[CH:15]=[CH:14][C:13]([N:16]([C:22]3[S:23][CH:24]=[CH:25][N:26]=3)[C:17]3[S:18][CH:19]=[CH:20][N:21]=3)=[CH:12][CH:11]=1)[CH2:2]2.[ClH:27].O1CCOCC1>C(OCC)(=O)C>[ClH:27].[ClH:27].[N:1]12[CH2:8][CH2:7][CH:4]([CH2:5][CH2:6]1)[CH:3]([O:9][C:10]1[CH:15]=[CH:14][C:13]([N:16]([C:22]3[S:23][CH:24]=[CH:25][N:26]=3)[C:17]3[S:18][CH:19]=[CH:20][N:21]=3)=[CH:12][CH:11]=1)[CH2:2]2 |f:4.5.6|. Yields the product Cl.Cl.N12CC(C(CC1)CC2)OC2=CC=C(C=C2)N(C=2SC=CN2)C=2SC=CN2 (N-[4-(1-azabicyclo[2.2.2]oct-3-yloxy)phenyl]-N-1,3-thiazol-2-yl-1,3-thiazol-2-amine dihydrochloride). The reactants are C(C)(C)(C)OC(=O)N1C[C@@]2(CC1)CN(CC2)C2=CC=C(C=C2)N2C(C1=CC=C(C=C1CC2)OC)=O ((S)-7-[4-(6-methoxy-1-oxo-3,4-dihydro-1H-isoquinolin-2-yl)-phenyl]-2,7-diaza-spiro[4.4]nonane-2-carboxylic acid tert-butyl ester), Br (hydrogen bromide). RXN SMILES: C(OC([N:8]1[CH2:12][CH2:11][C@:10]2([CH2:16][CH2:15][N:14]([C:17]3[CH:22]=[CH:21][C:20]([N:23]4[CH2:32][CH2:31][C:30]5[C:25](=[CH:26][CH:27]=[C:28]([O:33]C)[CH:29]=5)[C:24]4=[O:35])=[CH:19][CH:18]=3)[CH2:13]2)[CH2:9]1)=O)(C)(C)C.Br>>[CH2:13]1[C@@:10]2([CH2:11][CH2:12][NH:8][CH2:9]2)[CH2:16][CH2:15][N:14]1[C:17]1[CH:22]=[CH:21][C:20]([N:23]2[CH2:32][CH2:31][C:30]3[C:25](=[CH:26][CH:27]=[C:28]([OH:33])[CH:29]=3)[C:24]2=[O:35])=[CH:19][CH:18]=1. Reported procedure: According to Method L, (S)-7-[4-(6-methoxy-1-oxo-3,4-dihydro-1H-isoquinolin-2-yl)-phenyl]-2,7-diaza-spiro[4.4]nonane-2-carboxylic acid tert-butyl ester was treated with hydrogen bromide. In this way the product was obtained with molecular weight 363.46 (C22H25N3O2); MS (ESI): 364 (M+H+). The product is C1N(CC[C@@]12CNCC2)C2=CC=C(C=C2)N2C(C1=CC=C(C=C1CC2)O)=O (2-[(S)-4-(2,7-Diaza-spiro[4.4]non-2-yl)-phenyl]-6-hydroxy-3,4-dihydro-2H-isoquinolin-1-one). Reactants: C(C)N1C(=C(C2=CC=CC=C12)C1C(OC(=C1)C1=C(N(C2=CC=CC=C12)CC)C)=O)C (3,5-bis(1-ethyl-2-methyl-3-indolyl)-2(3H)-furanone), C(C)N1C(=CC2=CC=CC=C12)C (1-ethyl-2-methylindole), OO (hydrogen peroxide). Solvent: C(C)(=O)OC(C)=O (acetic anhydride). The product is C(C)N1C(=C(C2=CC=CC=C12)C=1C(OC(C1)(C1=C(N(C2=CC=CC=C12)CC)C)C1=C(N(C2=CC=CC=C12)CC)C)=O)C (3,5,5-tris(1-ethyl-2-methyl-3-indolyl)-2(5H)-furanone). RXN SMILES: [CH2:1]([N:3]1[C:11]2[C:6](=[CH:7][CH:8]=[CH:9][CH:10]=2)[C:5]([CH:12]2[CH:16]=[C:15]([C:17]3[C:25]4[C:20](=[CH:21][CH:22]=[CH:23][CH:24]=4)[N:19]([CH2:26][CH3:27])[C:18]=3[CH3:28])[O:14][C:13]2=[O:29])=[C:4]1[CH3:30])[CH3:2].[CH2:31]([N:33]1[C:41]2[C:36](=[CH:37][CH:38]=[CH:39][CH:40]=2)[CH:35]=[C:34]1[CH3:42])[CH3:32].OO>C(OC(=O)C)(=O)C>[CH2:1]([N:3]1[C:11]2[C:6](=[CH:7][CH:8]=[CH:9][CH:10]=2)[C:5]([C:12]2[C:13](=[O:29])[O:14][C:15]([C:35]3[C:36]4[C:41](=[CH:40][CH:39]=[CH:38][CH:37]=4)[N:33]([CH2:31][CH3:32])[C:34]=3[CH3:42])([C:17]3[C:25]4[C:20](=[CH:21][CH:22]=[CH:23][CH:24]=4)[N:19]([CH2:26][CH3:27])[C:18]=3[CH3:28])[CH:16]=2)=[C:4]1[CH3:30])[CH3:2]. Procedure: A mixture of 5.5 g (0.0138 mole) of 3,5-bis(1-ethyl-2-methyl-3-indolyl)-2(3H)-furanone, 8.0 g (0.05 mole) of 1-ethyl-2-methylindole, 100 ml of acetic anhydride and 0.25 ml of 30 percent hydrogen peroxide was stirred approximately eighteen hours at room temperature. The solid was collected by filtration and a small sample showed an infrared maximum at 1800 cm-1 and a smaller maximum at 1745 cm-1. The solid and the filtrate were recombined, and stirred eighteen hours at approximately 60° C. The so... The reactants are BrC1=CC(=C(CBr)C=C1)F (4-Bromo-2-fluorobenzyl bromide), N1CCOCC1 (morpholine). Solvent: CN(C=O)C (dimethylformamide). Product: BrC1=CC(=C(CN2CCOCC2)C=C1)F (4-(4-Bromo-2-fluorobenzyl)morpholine). Reaction SMILES: [Br:1][C:2]1[CH:9]=[CH:8][C:5]([CH2:6]Br)=[C:4]([F:10])[CH:3]=1.[NH:11]1[CH2:16][CH2:15][O:14][CH2:13][CH2:12]1>CN(C)C=O>[Br:1][C:2]1[CH:9]=[CH:8][C:5]([CH2:6][N:11]2[CH2:16][CH2:15][O:14][CH2:13][CH2:12]2)=[C:4]([F:10])[CH:3]=1. Reported procedure: 4-Bromo-2-fluorobenzyl bromide (3.0 g) and morpholine (2.15 ml) were stirred in dimethylformamide (30 ml) at ambient temperature for 18 h. The mixture was partitioned between diethyl ether (80 ml) and water (80 ml). The aqueous phase was extracted further with diethyl ether (80 ml) and the combined organic phases were dried (magnesium sulfate) and concentrated in vacuo. The residue was purified by column chromatography, eluting with a gradient of 0–30% ethyl acetate/iso-hexane to give the produc...